Dataset: the Open Reaction Database (ORD), a public repository of structured organic reaction records. Task: describe an organic reaction: reactants, conditions, products, and yield The reactants are [H][H] (hydrogen), O (water), Cl.S1C(=CC=C1)C(=C1CCN(CC1)CCO)C=1SC=CC1 (4-(di-2-thienyl-methylene)-N-(2-hydroxyethyl)-piperidine hydrochloride), [H-].[Na+] (NaH), C=1(C(=CC=CC1)C)C (xylene), C=1(C(=CC=CC1)C)C (xylene). The solvent is C1(CCCC1)Br (cyclopentyl bromide). Yields the product S1C(=CC=C1)C(=C1CCN(CC1)CCOC1CCCC1)C=1SC=CC1 (4-(Di-2-thienyl-methylene)-N-(2-cyclopentyloxy-ethyl)-piperidine). The yield is 32.0%. RXN SMILES: Cl.[S:2]1[CH:6]=[CH:5][CH:4]=[C:3]1[C:7]([C:17]1[S:18][CH:19]=[CH:20][CH:21]=1)=[C:8]1[CH2:13][CH2:12][N:11]([CH2:14][CH2:15][OH:16])[CH2:10][CH2:9]1.[H-].[Na+].[H][H].O.C1(C)[C:28]([CH3:33])=[CH:29][CH:30]=[CH:31]C=1>C1(Br)CCCC1>[S:2]1[CH:6]=[CH:5][CH:4]=[C:3]1[C:7]([C:17]1[S:18][CH:19]=[CH:20][CH:21]=1)=[C:8]1[CH2:13][CH2:12][N:11]([CH2:14][CH2:15][O:16][CH:28]2[CH2:29][CH2:30][CH2:31][CH2:33]2)[CH2:10][CH2:9]1 |f:0.1,2.3|. Procedure details: 6 grams (0.0175 mole) of 4-(di-2-thienyl-methylene)-N-(2-hydroxyethyl)-piperidine hydrochloride were added in portions to a suspension of 1.3 grams of NaH (80%) in 100 ml of dry xylene. The mixture was heated to boiling until the evolution of hydrogen stopped. At the boiling heat there were dropped in 5.3 grams of cyclopentyl bromide dissolved in 10 ml of xylene. After 16 hours reaction time the product was hydrolyzed in the cold with water, the xylene phase separated off, dry and concentrated. ... Starting materials: C(C)(C)(C)C1=C(C=C(C=C1)CC[C@@H](CC1CCCCC1)OC(CN(C)C)=O)NC(CC1C2=CC=CC=C2OC=2C=CC=CC12)=O (N,N-Dimethylglycine (S)-1-(2-{4-t-butyl-3-[2-(9H-xanthen-9-yl)acetamido]phenyl}ethyl)-2-cyclohexylethyl ester), solution, Cl (hydrogen chloride). Solvent: O1CCOCC1 (dioxane). Product: Cl.C(C)(C)(C)C1=C(C=C(C=C1)CC[C@@H](CC1CCCCC1)OC(CN(C)C)=O)NC(CC1C2=CC=CC=C2OC=2C=CC=CC12)=O (N,N-Dimethylglycine (S)-1-(2-{4-t-butyl-3-[2-(9H-xanthen-9-yl)acetamido]phenyl]ethyl]-2-cyclohexylethyl ester hydrochloride). RXN SMILES: [C:1]([C:5]1[CH:10]=[CH:9][C:8]([CH2:11][CH2:12][C@H:13]([O:21][C:22](=[O:27])[CH2:23][N:24]([CH3:26])[CH3:25])[CH2:14][CH:15]2[CH2:20][CH2:19][CH2:18][CH2:17][CH2:16]2)=[CH:7][C:6]=1[NH:28][C:29](=[O:45])[CH2:30][CH:31]1[C:44]2[CH:43]=[CH:42][CH:41]=[CH:40][C:39]=2[O:38][C:37]2[C:32]1=[CH:33][CH:34]=[CH:35][CH:36]=2)([CH3:4])([CH3:3])[CH3:2].[ClH:46]>O1CCOCC1>[ClH:46].[C:1]([C:5]1[CH:10]=[CH:9][C:8]([CH2:11][CH2:12][C@H:13]([O:21][C:22](=[O:27])[CH2:23][N:24]([CH3:26])[CH3:25])[CH2:14][CH:15]2[CH2:20][CH2:19][CH2:18][CH2:17][CH2:16]2)=[CH:7][C:6]=1[NH:28][C:29](=[O:45])[CH2:30][CH:31]1[C:32]2[CH:33]=[CH:34][CH:35]=[CH:36][C:37]=2[O:38][C:39]2[C:44]1=[CH:43][CH:42]=[CH:41][CH:40]=2)([CH3:4])([CH3:2])[CH3:3] |f:3.4|. Reported procedure: Following a procedure similar to that described in Example 119, but using N,N-dimethylglycine (S)-1-(2-{4-t-butyl-3-[2-(9H-xanthen-9-yl)acetamido]phenyl}ethyl)-2-cyclohexylethyl ester (prepared as described in Example 120) and a 4N solution of hydrogen chloride in dioxane as starting materials, in relative proportions similar to those used in that Example, the title compound was obtained as a foam-like material. The reactants are OC(CON1C2=NC=NC(=C2N=C1)N)CCP(=O)(OCC)OCC (9-[2-hydroxy-4-(diethoxyphosphoryl)butoxy]adenine), Br[Si](C)(C)C (bromotrimethylsilane). Run in CN(C=O)C (dimethylformamide). Product: OC(CON1C2=NC=NC(=C2N=C1)N)CCP(=O)(O)O (9-(2-Hydroxy-4-phosphonobutoxy)adenine). Isolated yield 82.5%. As a reaction SMILES: [OH:1][CH:2]([CH2:15][CH2:16][P:17]([O:22]CC)([O:19]CC)=[O:18])[CH2:3][O:4][N:5]1[CH:13]=[N:12][C:11]2[C:6]1=[N:7][CH:8]=[N:9][C:10]=2[NH2:14].Br[Si](C)(C)C>CN(C)C=O>[OH:1][CH:2]([CH2:15][CH2:16][P:17]([OH:19])([OH:22])=[O:18])[CH2:3][O:4][N:5]1[CH:13]=[N:12][C:11]2[C:6]1=[N:7][CH:8]=[N:9][C:10]=2[NH2:14]. Reported procedure: A solution of 9-[2-hydroxy-4-(diethoxyphosphoryl)butoxy]adenine (0.50 g, 0.14 mmol) and bromotrimethylsilane (0.184 ml, 1.4 mmol) in dry dimethylformamide (3 ml) was stirred at room temperature for 3 hours. The solvent was then evaporated and the residue was coevaporated with dimethylformamide (2×5 ml) and methanol:water (9:1) solution. The product crystallised from water:methanol (9:1) solution to give the title compound (35 mg, 83%); m.p. 265°-267° C. 1H NMR: δH [(CD3)2SO] 1.6 (4H, m, CH3CH2CH... Run in CN(C=O)C (N,N-dimethylformamide). Reactants: O (water), ClCCCCS(=O)C1=CC=CC=2N1C=CN2 (5-(4-chlorobutylsulfinyl)imidazo[1,2-a]pyridine), S1C(NC(C1)=O)=O (thiazolidine-2,4-dione), C1CCC2=NCCCN2CC1 (1,8-diazabicyclo[5.4.0]-7-undecene). Procedure details: To a solution of 0.51 g (2.0 mmol) of 5-(4-chlorobutylsulfinyl)imidazo[1,2-a]pyridine and 0.355 g (2.0 mmol) of thiazolidine-2,4-dione in 10 ml of N,N-dimethylformamide, 0.30 ml (2.0 mmol) of 1,8-diazabicyclo[5.4.0]-7-undecene was added, followed by heating at 80° C. for 16 hours. After cooling, the reaction mixture was poured into water, extracted with ethyl acetate, washed with water and dried, after which the solvent was distilled off. The residue was purified by column chromatography (eluent... Run at temperature 80 celsius. The product is N=1C=CN2C1C=CC=C2S(=O)CCCCN2C(SCC2=O)=O (3-[4-(imidazo[1,2-a]pyridin-5-ylsulfinyl)butyl]thiazolidine-2,4-dione). As a reaction SMILES: Cl[CH2:2][CH2:3][CH2:4][CH2:5][S:6]([C:8]1[N:13]2[CH:14]=[CH:15][N:16]=[C:12]2[CH:11]=[CH:10][CH:9]=1)=[O:7].[S:17]1[CH2:21][C:20](=[O:22])[NH:19][C:18]1=[O:23].C1CCN2C(=NCCC2)CC1.O>CN(C)C=O>[N:16]1[CH:15]=[CH:14][N:13]2[C:8]([S:6]([CH2:5][CH2:4][CH2:3][CH2:2][N:19]3[C:20](=[O:22])[CH2:21][S:17][C:18]3=[O:23])=[O:7])=[CH:9][CH:10]=[CH:11][C:12]=12. Starting materials: OO (Hydrogen peroxide), ClC=1C=CC2=C([C@H](O[C@@H](C(N2CCCCN2C(=NC=C2)C)=O)CC#N)C2=CC=CC3=CC=CC=C23)C1 (trans-7-chloro-5-(1-naphthyl)-1-(4-(2-methylimidazol-1-yl)butyl)-2-oxo-1,2,3,5-tetrahydro-4,1-benzoxazepine-3-acetonitrile), C([O-])([O-])=O.[K+].[K+] (potassium carbonate). The solvent is C(C)O (ethanol). Reaction conditions: temperature 60 celsius. Product: ClC=1C=CC2=C([C@H](O[C@@H](C(N2CCCCN2C(=NC=C2)C)=O)CC(=O)N)C2=CC=CC3=CC=CC=C23)C1 (Trans-7-chloro-5-(1-naphthyl)-1-(4-(2-methylimidazol-1-yl)butyl)-2-oxo-1,2,3,5-tetrahydro-4,1-benzoxazepine-3-acetamide). Isolated yield 37.9%. As a reaction SMILES: OO.[Cl:3][C:4]1[CH:5]=[CH:6][C:7]2[N:13]([CH2:14][CH2:15][CH2:16][CH2:17][N:18]3[CH:22]=[CH:21][N:20]=[C:19]3[CH3:23])[C:12](=[O:24])[C@@H:11]([CH2:25][C:26]#[N:27])[O:10][C@H:9]([C:28]3[C:37]4[C:32](=[CH:33][CH:34]=[CH:35][CH:36]=4)[CH:31]=[CH:30][CH:29]=3)[C:8]=2[CH:38]=1.C(=O)([O-])[O-:40].[K+].[K+]>C(O)C>[Cl:3][C:4]1[CH:5]=[CH:6][C:7]2[N:13]([CH2:14][CH2:15][CH2:16][CH2:17][N:18]3[CH:22]=[CH:21][N:20]=[C:19]3[CH3:23])[C:12](=[O:24])[C@@H:11]([CH2:25][C:26]([NH2:27])=[O:40])[O:10][C@H:9]([C:28]3[C:37]4[C:32](=[CH:33][CH:34]=[CH:35][CH:36]=4)[CH:31]=[CH:30][CH:29]=3)[C:8]=2[CH:38]=1 |f:2.3.4|. Procedure: Hydrogen peroxide solution (30% w /v in H2O, 4 ml) was added to a suspension of trans-7-chloro-5-(1-naphthyl)-1-(4-(2-methylimidazol-1-yl)butyl)-2-oxo-1,2,3,5-tetrahydro-4,1-benzoxazepine-3-acetonitrile (250 mg, 0.5 mmol) and potassium carbonate (69 mg, 0.5 mmol) in ethanol (10 ml). The mixture was heated at 60° C. for 18 hours. The solvent was removed under reduced pressure, the resulting residue dissolved in dichloromethane and washed with brine. The organic layer was dried (MgSO4), and concen...